From a dataset of the Open Reaction Database (ORD), a public repository of structured organic reaction records. describe an organic reaction: reactants, conditions, products, and yield The reactants are BrC1=CC2=C(OCCN2)N=C1 (7-bromo-2,3-dihydro-1H-pyrido[2,3-b][1,4]oxazine), [N+](=O)([O-])C=1C=C(C=CC1)B(O)O (3-nitrophenyl boronic acid), C([O-])([O-])=O.[K+].[K+] (potassium carbonate). The reagents and catalysts are C1(=CC=CC=C1)P(C1=CC=CC=C1)C1=CC=CC=C1.[Pd] (palladium triphenylphosphine). The solvent is O1CCCC1.O (tetrahydrofuran water). Conditions: time 6 hour. Product: [N+](=O)([O-])C=1C=C(C=CC1)C1=CC2=C(OCCN2)N=C1 (7-(3-nitro-phenyl)-2,3-dihydro-1H-pyrido[2,3-b][1,4]oxazine). Yield: 76.4%. Reaction SMILES: Br[C:2]1[CH:11]=[N:10][C:5]2[O:6][CH2:7][CH2:8][NH:9][C:4]=2[CH:3]=1.[N+:12]([C:15]1[CH:16]=[C:17](B(O)O)[CH:18]=[CH:19][CH:20]=1)([O-:14])=[O:13].C(=O)([O-])[O-].[K+].[K+]>O1CCCC1.O.C1(P(C2C=CC=CC=2)C2C=CC=CC=2)C=CC=CC=1.[Pd]>[N+:12]([C:15]1[CH:20]=[C:19]([C:2]2[CH:11]=[N:10][C:5]3[O:6][CH2:7][CH2:8][NH:9][C:4]=3[CH:3]=2)[CH:18]=[CH:17][CH:16]=1)([O-:14])=[O:13] |f:2.3.4,5.6,7.8|. Procedure details: By the same method as in the step b) of Example 45, 7-bromo-2,3-dihydro-1H-pyrido[2,3-b][1,4]oxazine (99 mg, 0.46 mmol), 3-nitrophenyl boronic acid (115 mg, 0.69 mmol), palladium triphenylphosphine (26 mg, 0.023 mol) and potassium carbonate (127 mg, 0.92 mmol) were dissolved in tetrahydrofuran/water (2.4 ml/0.4 ml) and then stirred at 80□ for 6 hours to obtain 7-(3-nitro-phenyl)-2,3-dihydro-1H-pyrido[2,3-b][1,4]oxazine as white solid (90.4 mg, 76%). Reactants: C(C)(C)OC(=O)N1CCC(CC1)OC1=NC=NC(=C1C#N)NC1=C(C=C(C=C1)I)F (4-[5-cyano-6-(2-fluoro-4-iodo-phenylamino)-pyrimidin-4-yloxy]-piperidine-1-carboxylic acid isopropyl ester), N1CCOCC1 (morpholine), N1[C@H](C(=O)O)CCC1 (proline), C([O-])([O-])=O.[K+].[K+] (potassium carbonate). The reagents and catalysts are [Cu]I (CuI). Run in CS(=O)C (DMSO). Run at temperature 80 celsius. The product is C(C)(C)OC(=O)N1CCC(CC1)OC1=NC=NC(=C1C#N)NC1=C(C=C(C=C1)N1CCOCC1)F (4-[5-Cyano-6-(2-fluoro-4-morpholin-4-yl-phenylamino)-pyrimidin-4-yloxy]-piperidine-1-carboxylic acid isopropyl ester). Isolated yield 45.4%. As a reaction SMILES: [CH:1]([O:4][C:5]([N:7]1[CH2:12][CH2:11][CH:10]([O:13][C:14]2[C:19]([C:20]#[N:21])=[C:18]([NH:22][C:23]3[CH:28]=[CH:27][C:26](I)=[CH:25][C:24]=3[F:30])[N:17]=[CH:16][N:15]=2)[CH2:9][CH2:8]1)=[O:6])([CH3:3])[CH3:2].[NH:31]1[CH2:36][CH2:35][O:34][CH2:33][CH2:32]1.N1CCC[C@H]1C(O)=O.C(=O)([O-])[O-].[K+].[K+]>CS(C)=O.[Cu]I>[CH:1]([O:4][C:5]([N:7]1[CH2:12][CH2:11][CH:10]([O:13][C:14]2[C:19]([C:20]#[N:21])=[C:18]([NH:22][C:23]3[CH:28]=[CH:27][C:26]([N:31]4[CH2:36][CH2:35][O:34][CH2:33][CH2:32]4)=[CH:25][C:24]=3[F:30])[N:17]=[CH:16][N:15]=2)[CH2:9][CH2:8]1)=[O:6])([CH3:3])[CH3:2] |f:3.4.5|. Reported procedure: A mixture of 4-[5-cyano-6-(2-fluoro-4-iodo-phenylamino)-pyrimidin-4-yloxy]-piperidine-1-carboxylic acid isopropyl ester (60 mg, 0.114 mmol), morpholine (50 μL, 0.571 mmol), CuI (21 mg, 0.114 mmol), proline (23 mg, 0.205 mmol) and potassium carbonate (36 mg, 0.262 mmol) in DMSO (1 mL) was heated in microwave for 30 minutes at 80° C. The mixture was purified by HPLC to give Compound A71 as a solid (25.1 mg, 45%). 1H NMR (CDCl3, 400 MHz) δ (ppm): 8.31 (s, 1H), 7.61 (t, 1H), 7.08 (s, 1H), 6.69 (m, 2... Reactants: CCN(C(C)C)C(C)C (DIEA), N[C@H]1[C@H](N(CCC1)C(=O)OCC1=CC=CC=C1)C ((2R,3R)-benzyl 3-amino-2-methylpiperidine-1-carboxylate), CN(C(=O)Cl)C (dimethylcarbamoyl chloride). Run in CC#N (MeCN). Yields the product CN(C(N[C@H]1[C@H](N(CCC1)C(=O)OCC1=CC=CC=C1)C)=O)C ((2R,3R)-benzyl 3-(3,3-dimethylureido)-2-methylpiperidine-1-carboxylate). RXN SMILES: [NH2:1][C@@H:2]1[CH2:7][CH2:6][CH2:5][N:4]([C:8]([O:10][CH2:11][C:12]2[CH:17]=[CH:16][CH:15]=[CH:14][CH:13]=2)=[O:9])[C@@H:3]1[CH3:18].CCN(C(C)C)C(C)C.[CH3:28][N:29]([CH3:33])[C:30](Cl)=[O:31]>CC#N>[CH3:28][N:29]([CH3:33])[C:30](=[O:31])[NH:1][C@@H:2]1[CH2:7][CH2:6][CH2:5][N:4]([C:8]([O:10][CH2:11][C:12]2[CH:17]=[CH:16][CH:15]=[CH:14][CH:13]=2)=[O:9])[C@@H:3]1[CH3:18]. Procedure details: Commercial (2R,3R)-benzyl 3-amino-2-methylpiperidine-1-carboxylate (323, CAS: 104461-49-7) (900 mg, 3.63 mmol) was dissolved in 30 mL MeCN and stirred at RT. To it were added DIEA (1.89 mL, 10.89 mmol) and then drop-wise dimethylcarbamoyl chloride (1.00 mL, 10.89 mmol). The mixture was stirred for overnight, concentrated on rotavap, diluted with EtOAc, washed with water ×2, dried over MgSO4, concentrated on rotavap, subjected to silica flash column using 0 to 4% MeOH in DCM to give (2R,3R)-benzy... The reactants are [N+](=O)([O-])C1=CC=C(C(=O)C(C(COC(C)CO)O)C(C2=CC=C(C=C2)[N+](=O)[O-])=O)C=C1 (Bis-(4-nitrobenzoyl)-dipropylene glycol). The reagents and catalysts are [Pd] (palladium on carbon). The product is NC1=CC=C(C(=O)C(C(COC(C)CO)O)C(C2=CC=C(C=C2)N)=O)C=C1 (bis-(4-aminobenzoyl)-dipropylene glycol). As a reaction SMILES: [N+:1]([C:4]1[CH:31]=[CH:30][C:7]([C:8]([CH:10]([C:19](=[O:29])[C:20]2[CH:25]=[CH:24][C:23]([N+:26]([O-])=O)=[CH:22][CH:21]=2)[CH:11]([OH:18])[CH2:12][O:13][CH:14]([CH2:16][OH:17])[CH3:15])=[O:9])=[CH:6][CH:5]=1)([O-])=O>[Pd]>[NH2:1][C:4]1[CH:5]=[CH:6][C:7]([C:8]([CH:10]([C:19](=[O:29])[C:20]2[CH:21]=[CH:22][C:23]([NH2:26])=[CH:24][CH:25]=2)[CH:11]([OH:18])[CH2:12][O:13][CH:14]([CH2:16][OH:17])[CH3:15])=[O:9])=[CH:30][CH:31]=1. Procedure: Bis-(4-nitrobenzoyl)-dipropylene glycol (50 g, 0.134 mole, from Part A) was hydrogenated in the usual manner over palladium on carbon (10%, 4 g). The product crystallized during drying over MgSO4. The solution was therefore heated to boiling, filtered hot and crystallization effected by addition of hexanes to give bis-(4-aminobenzoyl)-dipropylene glycol (29 g) as an offwhite solid, m.p. 163°-165° C. which was homogeneous by TLC. Reactants: C(C(C)C)C1=CC=C(C(=O)O)C=C1 (4-isobutylbenzoic acid), ON1N=NC2=C1C=CC=C2 (1-hydroxybenzotriazole), F[B-](F)(F)F.N1(N=NC2=C1C=CC=C2)OC(=[N+](C)C)N(C)C (N-[(1H-1,2,3-benzotriazol-1-yloxy)(dimethylamino)methylene]-N-methylmethanaminium tetrafluoroborate), C(C)(C)N(CC)C(C)C (diisopropylethylamine), NC(C=1N=CC(=NC1)C(=O)OCC)=NO (Ethyl 5-[amino(hydroxyimino)methyl]pyrazine-2-carboxylate). The solvent is O1CCOCC1 (dioxane). Reaction conditions: time 1 hour. Product: C(C(C)C)C1=CC=C(C=C1)C1=NC(=NO1)C=1N=CC(=NC1)C(=O)OCC (Ethyl 5-[5-(4-isobutylphenyl)-1,2,4-oxadiazol-3-yl]pyrazine-2-carboxylate). Yield: 27.1%. As a reaction SMILES: [CH2:1]([C:5]1[CH:13]=[CH:12][C:8]([C:9]([OH:11])=O)=[CH:7][CH:6]=1)[CH:2]([CH3:4])[CH3:3].ON1C2C=CC=CC=2N=N1.F[B-](F)(F)F.N1(OC(N(C)C)=[N+](C)C)C2C=CC=CC=2N=N1.C(N(C(C)C)CC)(C)C.[NH2:55][C:56](=[N:68]O)[C:57]1[N:58]=[CH:59][C:60]([C:63]([O:65][CH2:66][CH3:67])=[O:64])=[N:61][CH:62]=1>O1CCOCC1>[CH2:1]([C:5]1[CH:6]=[CH:7][C:8]([C:9]2[O:11][N:55]=[C:56]([C:57]3[N:58]=[CH:59][C:60]([C:63]([O:65][CH2:66][CH3:67])=[O:64])=[N:61][CH:62]=3)[N:68]=2)=[CH:12][CH:13]=1)[CH:2]([CH3:3])[CH3:4] |f:2.3|. Procedure details: A mixture of 4-isobutylbenzoic acid (0.28 g, 1.59 mmol), 1-hydroxybenzotriazole (0.042 g, 0.31 mmol), N-[(1H-1,2,3-benzotriazol-1-yloxy)(dimethylamino)methylene]-N-methylmethanaminium tetrafluoroborate (0.51 g, 1.59 mmol), diisopropylethylamine (1.4 mL, 7.86 mmol) and dioxane (4 mL) was stirred at room temperature for 1 hour. Ethyl 5-[amino(hydroxyimino)methyl]pyrazine-2-carboxylate (0.33 g, 1.57 mmol) was added to the reaction mixture, stirred for 1.5 hours at room temperature and 6 hours at 10... Reactants: COC(=O)C1=CN=C(S1)NC(C1=CC=CC=C1)=O (2-benzoylaminothiazole-5-carboxylic acid methyl ester), [C-]#N.[Na+] (sodium cyanide), C(C1=CC=CC=C1)N (benzylamine). Conditions: temperature 80 celsius, time 70 hour. Product: C(C1=CC=CC=C1)NC(=O)C1=CN=C(S1)NC(C1=CC=CC=C1)=O (2-Benzoylaminothiazole-5-carboxylic Acid Benzylamide). Isolated yield 5.0%. RXN SMILES: CO[C:3]([C:5]1[S:9][C:8]([NH:10][C:11](=[O:18])[C:12]2[CH:17]=[CH:16][CH:15]=[CH:14][CH:13]=2)=[N:7][CH:6]=1)=[O:4].[C-]#N.[Na+].[CH2:22]([NH2:29])[C:23]1[CH:28]=[CH:27][CH:26]=[CH:25][CH:24]=1>>[CH2:22]([NH:29][C:3]([C:5]1[S:9][C:8]([NH:10][C:11](=[O:18])[C:12]2[CH:13]=[CH:14][CH:15]=[CH:16][CH:17]=2)=[N:7][CH:6]=1)=[O:4])[C:23]1[CH:28]=[CH:27][CH:26]=[CH:25][CH:24]=1 |f:1.2|. Procedure: A mixture of 2-benzoylaminothiazole-5-carboxylic acid methyl ester (0.40 g, 1.52 mmol), sodium cyanide (0.19 g, 3.79 mmol) and benzylamine (4 mL) was stirred at 80° C. for 70 h. The mixture was filtered, washed with ethyl ether, and the filtrate was concentrated in vacuo. The residue was dissolved in a mixture of methanol and tetrahydrofuran and aqueous lithium hydroxide solution (0.24 g in 6 mL water) was added. The mixture was stirred at 50° C. for 4 d. The organic solvents were removed in vac... Starting materials: CC(C)(C)OC(=O)NC1CCN(c2c(F)cc3c(=O)c(C(=O)O)cn(C4CC4)c3c2F)C1, O=C(O)C(F)(F)F. Product: NC1CCN(c2c(F)cc3c(=O)c(C(=O)O)cn(C4CC4)c3c2F)C1. Reaction SMILES: [C:1]([O:2][C:3](=[O:4])[NH:8][CH:9]1[CH2:10][N:11]([c:14]2[c:15]([F:32])[cH:16][c:17]3[c:18](=[O:31])[c:19]([C:28](=[O:29])[OH:30])[cH:20][n:21]([CH:25]4[CH2:26][CH2:27]4)[c:22]3[c:23]2[F:24])[CH2:12][CH2:13]1)([CH3:5])([CH3:6])[CH3:7].[OH:33][C:34]([C:35]([F:36])([F:37])[F:38])=[O:39]>>[NH2:8][CH:9]1[CH2:10][N:11]([c:14]2[c:15]([F:32])[cH:16][c:17]3[c:18](=[O:31])[c:19]([C:28](=[O:29])[OH:30])[cH:20][n:21]([CH:25]4[CH2:26][CH2:27]4)[c:22]3[c:23]2[F:24])[CH2:12][CH2:13]1. Reactants: O=S(=O)(Cl)c1ccc(Br)cc1, NCC1CCCO1, CCN(C(C)C)C(C)C, ClCCl. Product: O=S(=O)(NCC1CCCO1)c1ccc(Br)cc1. RXN SMILES: [Br:8][c:9]1[cH:10][cH:11][c:12]([S:15](=[O:16])(=[O:17])[Cl:18])[cH:13][cH:14]1.[CH2:1]([CH:2]1[CH2:3][CH2:4][CH2:5][O:6]1)[NH2:7].[CH:19]([N:20]([CH2:21][CH3:22])[CH:23]([CH3:24])[CH3:25])([CH3:26])[CH3:27].[Cl:28][CH2:29][Cl:30]>>[CH2:1]([CH:2]1[CH2:3][CH2:4][CH2:5][O:6]1)[NH:7][S:15]([c:12]1[cH:11][cH:10][c:9]([Br:8])[cH:14][cH:13]1)(=[O:16])=[O:17].